This data is from the Open Reaction Database (ORD), a public repository of structured organic reaction records. The task is: describe an organic reaction: reactants, conditions, products, and yield Starting materials: C(C)OC(=O)CN1C=CN2N=CC=C21 (1-ethoxycarbonylmethyl-1H-imidazo-[1,2-b]pyrazole), [OH-].[NH4+] (ammonium hydroxide). The solvent is C(C)O (ethanol). Run at time 2 hour. The product is C(N)(=O)CN1C=CN2N=CC=C21 (1-carbamoylmethyl-1H-imidazo[1,2-b]pyrazole). RXN SMILES: C([O:3][C:4]([CH2:6][N:7]1[C:14]2[N:10]([N:11]=[CH:12][CH:13]=2)[CH:9]=[CH:8]1)=O)C.[OH-].[NH4+:16]>C(O)C>[C:4]([CH2:6][N:7]1[C:14]2[N:10]([N:11]=[CH:12][CH:13]=2)[CH:9]=[CH:8]1)(=[O:3])[NH2:16] |f:1.2|. Procedure details: To a solution of 1-ethoxycarbonylmethyl-1H-imidazo-[1,2-b]pyrazole (35 g) in ethanol (180 ml) was added 28% ammonium hydroxide solution (110 ml). The mixture was stirred at room temperature for two hours. The resultant precipitate was collected by filtration, washed with isopropyl ether and dried to give 1-carbamoylmethyl-1H-imidazo[1,2-b]pyrazole (18.0 g).